From a dataset of the Open Reaction Database (ORD), a public repository of structured organic reaction records. describe an organic reaction: reactants, conditions, products, and yield The reactants are N([C@H](CC1=CC=CC=C1)C(=O)O)C(=O)OC(C)(C)C (Boc-D-Phe-OH), CS(=O)(=O)N (methanesulfonamide), Cl (HCl). Solvent: CN(C)C=O (DMF). Yields the product N([C@H](CC1=CC=CC=C1)C(=O)O)C(=O)OC(C)(C)C.CS(=O)(=O)N (Boc-D-Phe methanesulfonamide). Yield: 77.3%. Reaction SMILES: [NH:1]([C:13]([O:15][C:16]([CH3:19])([CH3:18])[CH3:17])=[O:14])[C@@H:2]([C:10]([OH:12])=[O:11])[CH2:3][C:4]1[CH:9]=[CH:8][CH:7]=[CH:6][CH:5]=1.[CH3:20][S:21]([NH2:24])(=[O:23])=[O:22].Cl>CN(C=O)C>[NH:1]([C:13]([O:15][C:16]([CH3:19])([CH3:18])[CH3:17])=[O:14])[C@@H:2]([C:10]([OH:12])=[O:11])[CH2:3][C:4]1[CH:9]=[CH:8][CH:7]=[CH:6][CH:5]=1.[CH3:20][S:21]([NH2:24])(=[O:23])=[O:22] |f:4.5|. Reported procedure: Boc-D-Phe-OH (0.20 g), methanesulfonamide (79 mg) DMAP (0.11 g), WSCD.HCl (0.17 g) and DMF (4 ml) were reacted in a similar manner to that of Preparation 1-1) to give Boc-D-Phe-methanesulfonamide (0.21 g). The reactants are CN(C)C=O, FC(F)Cl, [K+], NC1=NC(c2ccc(OC(F)(F)F)cc2)(c2ccc(F)c(-c3cncnc3)c2)C(=O)N1, [OH-]. The product is NC1=NC(c2ccc(OC(F)(F)F)cc2)(c2ccc(F)c(-c3cncnc3)c2)C(=O)N1C(F)F. RXN SMILES: [CH3:38][N:39]([CH3:40])[CH:41]=[O:42].[Cl:34][CH:35]([F:36])[F:37].[K+:33].[NH2:1][C:2]1=[N:3][C:4]([c:8]2[cH:9][cH:10][c:11]([O:14][C:15]([F:16])([F:17])[F:18])[cH:12][cH:13]2)([c:19]2[cH:20][c:21](-[c:26]3[cH:27][n:28][cH:29][n:30][cH:31]3)[c:22]([F:25])[cH:23][cH:24]2)[C:5](=[O:7])[NH:6]1.[OH-:32]>>[NH2:1][C:2]1=[N:3][C:4]([c:8]2[cH:9][cH:10][c:11]([O:14][C:15]([F:16])([F:17])[F:18])[cH:12][cH:13]2)([c:19]2[cH:20][c:21](-[c:26]3[cH:27][n:28][cH:29][n:30][cH:31]3)[c:22]([F:25])[cH:23][cH:24]2)[C:5](=[O:7])[N:6]1[CH:35]([F:36])[F:37]. The reactants are O (water), FC1=CC=C(C=C1)C=1N=NN(C1C=1N=CNC1)C (4-(4-fluoro-phenyl)-5-(1H-imidazol-4-yl)-1-methyl-1H-[1,2,3]triazole), CC(=O)C1=CC=C(C=C1)F (4-fluoroacetophenone), C([O-])([O-])=O.[K+].[K+] (potassium carbonate). Solvent: CN(C)C=O (DMF). Run at temperature 120 celsius. Product: FC1=CC=C(C=C1)C1=C(N(N=N1)C)C=1N=CN(C1)C1=CC=C(C=C1)C(C)=O (1-(4-{4-[5-(4-Fluoro-phenyl)-3-methyl-3H-[1,2,3]triazol-4-yl]-imidazol-1-yl}-phenyl)-ethanone). Yield: 47.0%. RXN SMILES: [F:1][C:2]1[CH:7]=[CH:6][C:5]([C:8]2[N:9]=[N:10][N:11]([CH3:18])[C:12]=2[C:13]2[N:14]=[CH:15][NH:16][CH:17]=2)=[CH:4][CH:3]=1.[CH3:19][C:20]([C:22]1[CH:27]=[CH:26][C:25](F)=[CH:24][CH:23]=1)=[O:21].C(=O)([O-])[O-].[K+].[K+].O>CN(C=O)C>[F:1][C:2]1[CH:7]=[CH:6][C:5]([C:8]2[N:9]=[N:10][N:11]([CH3:18])[C:12]=2[C:13]2[N:14]=[CH:15][N:16]([C:25]3[CH:26]=[CH:27][C:22]([C:20](=[O:21])[CH3:19])=[CH:23][CH:24]=3)[CH:17]=2)=[CH:4][CH:3]=1 |f:2.3.4|. Procedure: A mixture of 4-(4-fluoro-phenyl)-5-(1H-imidazol-4-yl)-1-methyl-1H-[1,2,3]triazole (73 mg, 0.30 mmol), 4-fluoroacetophenone (37 μL, 0.30 mmol) and potassium carbonate (83 mg, 0.60 mmol) in DMF (1.5 mL) was stirred under Ar in a sealed flask and heated at 120° C. for 16 h. After cooling to room temperature the mixture was poured into water and extracted with ethyl acetate and the combined extracts washed with water, brine, dried over sodium sulphate, filtered and evaporated. Purification by chroma... Reactants: BrB(Br)Br, Cc1ccccc1, COc1cc(Cl)cc(OC)c1, ClCCl. Product: COc1cc(O)cc(Cl)c1. As a reaction SMILES: [B:12]([Br:13])([Br:14])[Br:15].[CH3:16][c:17]1[cH:18][cH:19][cH:20][cH:21][cH:22]1.[Cl:1][c:2]1[cH:3][c:4]([O:10][CH3:11])[cH:5][c:6]([O:8][CH3:9])[cH:7]1.[Cl:23][CH2:24][Cl:25]>>[Cl:1][c:2]1[cH:3][c:4]([OH:10])[cH:5][c:6]([O:8][CH3:9])[cH:7]1. Reactants: CCOC(CBr)OCC, O=C([O-])[O-], [Cs+], [Cs+], CN(C)C=O, COC(=O)c1cc(C)c(O)cc1C. Yields the product CCOC(COc1cc(C)c(C(=O)OC)cc1C)OCC. Reaction SMILES: [Br:1][CH2:2][CH:3]([O:4][CH2:5][CH3:6])[O:7][CH2:8][CH3:9].[C:23](=[O:24])([O-:25])[O-:26].[Cs+:27].[Cs+:28].[O:29]=[CH:30][N:31]([CH3:32])[CH3:33].[OH:10][c:11]1[cH:12][c:13]([CH3:22])[c:14]([C:15](=[O:16])[O:17][CH3:18])[cH:19][c:20]1[CH3:21]>>[CH2:2]([CH:3]([O:4][CH2:5][CH3:6])[O:7][CH2:8][CH3:9])[O:10][c:11]1[cH:12][c:13]([CH3:22])[c:14]([C:15](=[O:16])[O:17][CH3:18])[cH:19][c:20]1[CH3:21]. Reactants: cuprous cyanide, IC=1C=CC=2N(C1)C(=C(N2)C2=CC=C(C=C2)C)CN(C(CC(C)C)=O)C (N-{[6-iodo-2-(4-methylphenyl)imidazo[1,2-a]pyrid-3-yl]methyl}-N,3-dimethylbutanamide), CN(C=O)C (dimethylformamide). Product: CN(C(CC(C)C)=O)CC1=C(N=C2N1C=C(C=C2)C#N)C2=CC=C(C=C2)C (3-{[Methyl-(3-methylbutanoyl)amino]methyl}-2-(4-methylphenyl)imidazo[1,2 -a]pyridine-6-carbonitrile). Yield: 96.0%. Reaction SMILES: I[C:2]1[CH:3]=[CH:4][C:5]2[N:6]([C:8]([CH2:18][N:19]([CH3:26])[C:20](=[O:25])[CH2:21][CH:22]([CH3:24])[CH3:23])=[C:9]([C:11]3[CH:16]=[CH:15][C:14]([CH3:17])=[CH:13][CH:12]=3)[N:10]=2)[CH:7]=1.[CH3:27][N:28](C)C=O>>[CH3:26][N:19]([CH2:18][C:8]1[N:6]2[CH:7]=[C:2]([C:27]#[N:28])[CH:3]=[CH:4][C:5]2=[N:10][C:9]=1[C:11]1[CH:16]=[CH:15][C:14]([CH3:17])=[CH:13][CH:12]=1)[C:20](=[O:25])[CH2:21][CH:22]([CH3:24])[CH3:23]. Reported procedure: 3.7 g (0.041 mole) of cuprous cyanide and 19 g (0.041 mole) of N-{[6-iodo-2-(4-methylphenyl)imidazo[1,2-a]pyrid-3-yl]methyl}-N,3-dimethylbutanamide, prepared according to the process described in European Patent Application No. 0,172,096, are introduced into 100 ml of dimethylformamide. The mixture is heated under reflux for 4 hours and the solvent then evaporated off under reduced pressure. The residue is taken up with water and dichloromethane and the mixture treated with ammonia solution. The... The reactants are C(C)(=O)Cl (acetylchloride), C(C)(C)N(C(C)C)CC (N,N-diisoproylethylamine), C1(=CC=CC=C1)C1CN(CCN1)CC1=CC=C(C=C1)C1=C(C=CC(=C1)C)Cl (3-phenyl-1-(2′-chloro-5′-methyl-biphenyl-4-ylmethyl)-piperazine). Solvent: C1CCOC1 (THF). Conditions: time 8 hour. Product: C1(=CC=CC=C1)C1N(CCN(C1)CC1=CC=C(C=C1)C1=C(C=CC(=C1)C)Cl)C(C)=O (1-[2-Phenyl-4-(2′-chloro-5′methyl-biphenyl-4-ylmethyl)-piperazin-1-yl]-ethanone). RXN SMILES: [C:1]1([CH:7]2[NH:12][CH2:11][CH2:10][N:9]([CH2:13][C:14]3[CH:19]=[CH:18][C:17]([C:20]4[CH:25]=[C:24]([CH3:26])[CH:23]=[CH:22][C:21]=4[Cl:27])=[CH:16][CH:15]=3)[CH2:8]2)[CH:6]=[CH:5][CH:4]=[CH:3][CH:2]=1.[C:28](Cl)(=[O:30])[CH3:29].C(N(CC)C(C)C)(C)C>C1COCC1>[C:1]1([CH:7]2[CH2:8][N:9]([CH2:13][C:14]3[CH:19]=[CH:18][C:17]([C:20]4[CH:25]=[C:24]([CH3:26])[CH:23]=[CH:22][C:21]=4[Cl:27])=[CH:16][CH:15]=3)[CH2:10][CH2:11][N:12]2[C:28](=[O:30])[CH3:29])[CH:2]=[CH:3][CH:4]=[CH:5][CH:6]=1. Procedure: This compound was made the following manner: 55 mg of 3-phenyl-1-(2′-chloro-5′-methyl-biphenyl-4-ylmethyl)-piperazine were dissolved in THF, 2 equiv. of acetylchloride and 2 equiv. of N,N-diisoproylethylamine were added. The reaction was shaken at room temperature overnight. The reaction was concentrated in vacuo. The residue was diluted with DCM, washed with 1M aqueous sodium hydroxide solution, then dried over sodium sulfate, filtered and concentrated in vacuo. The crude residue was purified b... Starting materials: OC1=C(C=C(C=C1)CCCC(=O)OC)C1=C(C=CC(=C1)CCCC(=O)OC)O (2,2'-dihydroxy-5,5'-bis(3-methoxycarbonylpropyl) biphenyl), C1(CCCCC1)CBr (cyclohexylmethyl bromide), C([O-])([O-])=O.[K+].[K+] (potassium carbonate). The reagents and catalysts are [Cu] (copper). The solvent is CN(C)C=O (DMF). Product: C1(CCCCC1)COC1=C(C=C(C=C1)CCCC(=O)OC)C1=C(C=CC(=C1)CCCC(=O)OC)OCC1CCCCC1 (2,2'-dicyclohexylmethoxy-5,5'-bis(3-methoxycarbonylpropyl) biphenyl). Yield: 119.7%. Reaction SMILES: [OH:1][C:2]1[CH:7]=[CH:6][C:5]([CH2:8][CH2:9][CH2:10][C:11]([O:13][CH3:14])=[O:12])=[CH:4][C:3]=1[C:15]1[CH:20]=[C:19]([CH2:21][CH2:22][CH2:23][C:24]([O:26][CH3:27])=[O:25])[CH:18]=[CH:17][C:16]=1[OH:28].[CH:29]1([CH2:35]Br)[CH2:34][CH2:33][CH2:32][CH2:31][CH2:30]1.C(=O)([O-])[O-].[K+].[K+]>[Cu].CN(C=O)C>[CH:29]1([CH2:35][O:1][C:2]2[CH:7]=[CH:6][C:5]([CH2:8][CH2:9][CH2:10][C:11]([O:13][CH3:14])=[O:12])=[CH:4][C:3]=2[C:15]2[CH:20]=[C:19]([CH2:21][CH2:22][CH2:23][C:24]([O:26][CH3:27])=[O:25])[CH:18]=[CH:17][C:16]=2[O:28][CH2:15][CH:3]2[CH2:4][CH2:5][CH2:6][CH2:7][CH2:2]2)[CH2:34][CH2:33][CH2:32][CH2:31][CH2:30]1 |f:2.3.4|. Procedure: To 5 ml of a DMF solution containing 250 mg (0.6477 mmol) of 2,2'-dihydroxy-5,5'-bis(3-methoxycarbonylpropyl) biphenyl and 0.920 ml (6.477 mmol) of cyclohexylmethyl bromide, there was added 360 ml (2.5907 mmol) of anhydrous potassium carbonate and a small amount of copper powder and the resulting mixture was agitated overnight at 100° C. The reaction mixture was filtered by suction through Celite to remove the solid matter, which was washed with ethyl acetate. After the solvent in the filtrate h...